From a dataset of the Open Reaction Database (ORD), a public repository of structured organic reaction records. describe an organic reaction: reactants, conditions, products, and yield Starting materials: COC(=O)CBr, O=C([O-])[O-], CN(C)C=O, Cn1c(C(F)(F)F)cc(=O)n(-c2cc(Oc3ccc(O)cc3)c(Cl)cc2F)c1=O, [K+], [K+], O. The product is COC(=O)COc1ccc(Oc2cc(-n3c(=O)cc(C(F)(F)F)n(C)c3=O)c(F)cc2Cl)cc1. As a reaction SMILES: [Br:36][CH2:37][C:38](=[O:39])[O:40][CH3:41].[C:30](=[O:31])([O-:32])[O-:33].[CH3:43][N:44]([CH3:45])[CH:46]=[O:47].[Cl:1][c:2]1[c:3]([O:4][c:5]2[cH:6][cH:7][c:8]([OH:11])[cH:9][cH:10]2)[cH:12][c:13](-[n:17]2[c:18](=[O:29])[n:19]([CH3:28])[c:20]([C:24]([F:25])([F:26])[F:27])[cH:21][c:22]2=[O:23])[c:14]([F:16])[cH:15]1.[K+:34].[K+:35].[OH2:42]>>[Cl:1][c:2]1[c:3]([O:4][c:5]2[cH:6][cH:7][c:8]([O:11][CH2:37][C:38](=[O:39])[O:40][CH3:41])[cH:9][cH:10]2)[cH:12][c:13](-[n:17]2[c:18](=[O:29])[n:19]([CH3:28])[c:20]([C:24]([F:25])([F:26])[F:27])[cH:21][c:22]2=[O:23])[c:14]([F:16])[cH:15]1. Starting materials: Nc1ccccc1, O, CCCCOP(OCCCC)OCCCC, Oc1ccc2ccccc2c1. The product is c1ccc(Nc2ccc3ccccc3c2)cc1. Reaction SMILES: [NH2:12][c:13]1[cH:14][cH:15][cH:16][cH:17][cH:18]1.[OH2:35].[P:19]([O:20][CH2:21][CH2:22][CH2:23][CH3:24])([O:25][CH2:26][CH2:27][CH2:28][CH3:29])[O:30][CH2:31][CH2:32][CH2:33][CH3:34].[cH:1]1[c:2]([OH:11])[cH:3][cH:4][c:5]2[cH:6][cH:7][cH:8][cH:9][c:10]12>>[cH:1]1[c:2]([NH:12][c:13]2[cH:14][cH:15][cH:16][cH:17][cH:18]2)[cH:3][cH:4][c:5]2[cH:6][cH:7][cH:8][cH:9][c:10]12. Starting materials: COC=1C=C2C=C(NC2=CC1)C(=O)O (5-Methoxy-1H-indole-2-carboxylic acid), OS(=O)(=O)O (H2SO4), CCO (EtOH), [OH-].[Na+] (NaOH). The product is C(C)OC(=O)C=1NC2=CC=C(C=C2C1)OC (5-methoxy-1H-indole-2-carboxylic acid ethyl ester). The yield is 82.0%. Reaction SMILES: [CH3:1][O:2][C:3]1[CH:4]=[C:5]2[C:9](=[CH:10][CH:11]=1)[NH:8][C:7]([C:12]([OH:14])=[O:13])=[CH:6]2.OS(O)(=O)=O.[OH-].[Na+].[CH3:22][CH2:23]O>>[CH2:22]([O:13][C:12]([C:7]1[NH:8][C:9]2[C:5]([CH:6]=1)=[CH:4][C:3]([O:2][CH3:1])=[CH:11][CH:10]=2)=[O:14])[CH3:23] |f:2.3|. Reported procedure: 5-Methoxy-1H-indole-2-carboxylic acid (10 g, 52.3 mmol) in EtOH (400 ml) containing 36% H2SO4 (7 ml) was heated under reflux for 18 hr. After cooling the mixture was neutralised with 2N NaOH (to pH 7) and extracted with EtOAc (3×150ml), the combined extracts were washed with 10% NaHCO3 (2×25 ml), dried (MgSO4), filtered and evaporated to afford 5-methoxy-1H-indole-2-carboxylic acid ethyl ester as a brown solid (9.52 g, 43.3 mmol, 82%) Mp. 154-155° C., MS: m/e=219.1 (M+). Product: CC(C)N1CC2(CCN(C(N)=O)CC2)C1c1ccc(Cl)cc1. Reaction SMILES: [CH2:33]([Cl:34])[CH2:35][Cl:36].[CH3:20][C:21]#[N:22].[CH:23]1([N:30]=[C:31]=[O:32])[CH2:24][CH2:25][CH2:26][CH2:27][CH2:28][CH2:29]1.[Cl:1][c:2]1[cH:3][cH:4][c:5]([CH:8]2[N:9]([CH:17]([CH3:18])[CH3:19])[CH2:10][C:11]23[CH2:12][CH2:13][NH:14][CH2:15][CH2:16]3)[cH:6][cH:7]1>>[Cl:1][c:2]1[cH:3][cH:4][c:5]([CH:8]2[N:9]([CH:17]([CH3:18])[CH3:19])[CH2:10][C:11]23[CH2:12][CH2:13][N:14]([C:31]([NH2:30])=[O:32])[CH2:15][CH2:16]3)[cH:6][cH:7]1. Starting materials: ClCCCl, CC#N, O=C=NC1CCCCCC1, CC(C)N1CC2(CCNCC2)C1c1ccc(Cl)cc1. Starting materials: solution, C(C)(C)(C)C1=CC=C(C=CN)C=C1 (N-(4-t-butylbenzylidene)methylamine), C1(CC=2C(C(=O)O1)=CC=CC2)=O (homophthalic anhydride), C(C)#N (acetonitrile). The product is C(C)(C)(C)C1=CC=C(C=C1)C1N(C(C2=CC=CC=C2C1C(=O)O)=O)C (3-(4-t-butylphenyl)-4-hydroxycarbonyl-2-methyl-1-oxo-1,2,3,4-tetrahydroisoquinoline). As a reaction SMILES: [C:1]([C:5]1[CH:13]=[CH:12][C:8]([CH:9]=CN)=[CH:7][CH:6]=1)([CH3:4])([CH3:3])[CH3:2].[C:14]1(=[O:25])[O:20][C:18](=[O:19])[C:17]2=[CH:21][CH:22]=[CH:23][CH:24]=[C:16]2[CH2:15]1.[C:26](#[N:28])C>>[C:1]([C:5]1[CH:6]=[CH:7][C:8]([CH:9]2[CH:15]([C:14]([OH:20])=[O:25])[C:16]3[C:17](=[CH:21][CH:22]=[CH:23][CH:24]=3)[C:18](=[O:19])[N:28]2[CH3:26])=[CH:12][CH:13]=1)([CH3:2])([CH3:3])[CH3:4]. Procedure: To 170 ml of a solution containing 18.67 g of N-(4-t-butylbenzylidene)methylamine in acetonitrile, 18.00 g of homophthalic anhydride was added and the mixture was allowed to react at room temperature for 14 hours. After evaporating the solvent under reduced pressure, the residue was purified by silica gel column chromatography [chloroform/ethyl acetate (6/1)] to obtain 33.73 g of 3-(4-t-butylphenyl)-4-hydroxycarbonyl-2-methyl-1-oxo-1,2,3,4-tetrahydroisoquinoline (mixture of diastereomers). The t... The reactants are ClC1=CC=C(C=C1)C1=C(C(=NN1C1=C(C=CC=C1)Cl)C(=O)O)CC#N (5-(4-Chloro-phenyl)-1-(2-chloro-phenyl)-4-cyanomethyl-1H-pyrazole-3-carboxylic acid), [OH-].[Na+] (sodium hydroxide), C(C)O (ethanol). Solvent: O (water). The product is C(=O)(O)CC=1C(=NN(C1C1=CC=C(C=C1)Cl)C1=C(C=CC=C1)Cl)C(=O)O (4-Carboxymethyl-1-(2-chloro-phenyl)-5-(4-chloro-phenyl)-1H-pyrazole-3-carboxylic acid). Isolated yield 86.0%. RXN SMILES: [Cl:1][C:2]1[CH:7]=[CH:6][C:5]([C:8]2[N:12]([C:13]3[CH:18]=[CH:17][CH:16]=[CH:15][C:14]=3[Cl:19])[N:11]=[C:10]([C:20]([OH:22])=[O:21])[C:9]=2CC#N)=[CH:4][CH:3]=1.[OH-:26].[Na+].[CH2:28]([OH:30])[CH3:29]>O>[C:28]([CH2:29][C:9]1[C:10]([C:20]([OH:22])=[O:21])=[N:11][N:12]([C:13]2[CH:18]=[CH:17][CH:16]=[CH:15][C:14]=2[Cl:19])[C:8]=1[C:5]1[CH:6]=[CH:7][C:2]([Cl:1])=[CH:3][CH:4]=1)([OH:26])=[O:30] |f:1.2|. Procedure: To 1-(2-Chloro-phenyl)-5-(4-chloro-phenyl)-4-cyanomethyl-1H-pyrazole-3-carboxylic acid [B1] (30 g, 0.8 mol) were added sodium hydroxide (19 g, 4.8 mol), ethanol (250 ml) and water (150 ml). The reaction mixture was heated to reflux over night. The heating was removed and the reaction mixture was allowed to reach room temperature. The formed precipitate was collected and washed with ethanol and dried in an exicator over night. The sodium salt was dissolved in water (400 ml) and HCl (4N) was added...